This data is from the Open Reaction Database (ORD), a public repository of structured organic reaction records. The task is: describe an organic reaction: reactants, conditions, products, and yield The reactants are ClCCl, O=S(=O)(Cl)Cl, CCOc1ccc(O)c2c1C(=O)N(CSc1ccccc1)S2(=O)=O. Yields the product CCOc1ccc(O)c2c1C(=O)N(CCl)S2(=O)=O. RXN SMILES: [Cl:30][CH2:31][Cl:32].[S:25]([Cl:26])(=[O:27])([Cl:28])=[O:29].[c:1]1([S:2][CH2:8][N:9]2[S:10](=[O:11])(=[O:12])[c:13]3[c:14]([OH:24])[cH:15][cH:16][c:17]([O:21][CH2:22][CH3:23])[c:18]3[C:19]2=[O:20])[cH:3][cH:4][cH:5][cH:6][cH:7]1>>[CH2:8]([N:9]1[S:10](=[O:11])(=[O:12])[c:13]2[c:14]([OH:24])[cH:15][cH:16][c:17]([O:21][CH2:22][CH3:23])[c:18]2[C:19]1=[O:20])[Cl:28]. Run in O (water), O (water). Procedure details: In a 500-gallon glasslined reactor, crude damp triaminopyrimidine was dissolved in 150 gallons of deionized water with the aid of 117 pounds of acetic acid. HPLC assay showed 137 pounds of triaminopyrimidine in solution. The solution was cooled to 8° C. and treated with 80 pounds of sodium nitrite in 45 gallons of deionized water over a period of 13 minutes, with full refrigeration on the reactor jacket. A dense granular slurry of nitrosotriaminopyrimidine formed during the next 15 minutes as th... The product is N(=O)C1=C(C(=NC(=N1)N)N)N (nitrosotriaminopyrimidine). Starting materials: N(=O)[O-].[Na+] (sodium nitrite), NC=1C(=NC(=NC1)N)N (triaminopyrimidine), C(C)(=O)O (acetic acid), NC=1C(=NC(=NC1)N)N (triaminopyrimidine). Conditions: temperature 8 celsius. Reaction SMILES: [NH2:1][C:2]1[C:3]([NH2:9])=[N:4][C:5]([NH2:8])=[N:6][CH:7]=1.C(O)(=O)C.[N:14]([O-])=[O:15].[Na+]>O>[N:14]([C:7]1[N:6]=[C:5]([NH2:8])[N:4]=[C:3]([NH2:9])[C:2]=1[NH2:1])=[O:15] |f:2.3|. The reactants are C(C)(=O)O[C@@H]1[C@@]2([C@]3(C=CC(C=C3CC[C@H]2[C@@H]2CCC([C@@]2(C)C1)(SC1=CC=CC=C1)SC1=CC=CC=C1)=O)C)F (11β-(acetyloxy)-17,17-bis(phenylthio)-9-fluoroandrosta-1,4-diene-3-one). The solvent is C(C)C1=C(C=CC=C1)CC (diethylbenzene). Product: C(C)(=O)O[C@@H]1[C@@]2([C@]3(C=CC(C=C3CC[C@H]2[C@@H]2CC=C([C@@]2(C)C1)SC1=CC=CC=C1)=O)C)F (11β-(Acetyloxy)-9-fluoro-17-(phenylthio)-androsta-1,4,16-trien-3-one). Isolated yield 116.2%. Reaction SMILES: [C:1]([O:4][C@H:5]1[CH2:22][C@@:20]2([CH3:21])[C@@H:16]([CH2:17][CH2:18][C:19]2(SC2C=CC=CC=2)[S:23][C:24]2[CH:29]=[CH:28][CH:27]=[CH:26][CH:25]=2)[C@H:15]2[C@@:6]1([F:39])[C@:7]1([CH3:38])[C:12]([CH2:13][CH2:14]2)=[CH:11][C:10](=[O:37])[CH:9]=[CH:8]1)(=[O:3])[CH3:2]>C(C1C=CC=CC=1CC)C>[C:1]([O:4][C@H:5]1[CH2:22][C@@:20]2([CH3:21])[C@@H:16]([CH2:17][CH:18]=[C:19]2[S:23][C:24]2[CH:29]=[CH:28][CH:27]=[CH:26][CH:25]=2)[C@H:15]2[C@@:6]1([F:39])[C@:7]1([CH3:38])[C:12]([CH2:13][CH2:14]2)=[CH:11][C:10](=[O:37])[CH:9]=[CH:8]1)(=[O:3])[CH3:2]. Procedure details: A solution of 11β-(acetyloxy)-17,17-bis(phenylthio)-9-fluoroandrosta-1,4-diene-3-one (2.3 g) in diethylbenzene (150 ml) is heated in a bath at 190° C for 60 minutes. The solution is then cooled in an ice bath and the separated title compound is isolated by filtration and washed with hexane to afford 2.15 g of the title compound, melting point 229°-231° C. Starting materials: CCOCC, C1CCOC1, [Li]CCCC, CCCCC, Fc1ccc(COc2cc(F)cc(F)c2)cc1, O=C=O. Yields the product O=C(O)c1c(F)cc(OCc2ccc(F)cc2)cc1F. Reaction SMILES: [CH2:26]([O:27][CH2:28][CH3:29])[CH3:30].[CH2:36]1[O:37][CH2:38][CH2:39][CH2:40]1.[CH3:1][CH2:2][CH2:3][CH2:4][Li:5].[CH3:31][CH2:32][CH2:33][CH2:34][CH3:35].[F:6][c:7]1[cH:8][c:9]([O:14][CH2:15][c:16]2[cH:17][cH:18][c:19]([F:22])[cH:20][cH:21]2)[cH:10][c:11]([F:13])[cH:12]1.[O:23]=[C:24]=[O:25]>>[F:6][c:7]1[cH:8][c:9]([O:14][CH2:15][c:16]2[cH:17][cH:18][c:19]([F:22])[cH:20][cH:21]2)[cH:10][c:11]([F:13])[c:12]1[C:24](=[O:23])[OH:25]. The reactants are CNC(=O)OC1CC(OC(=O)c2ccccc2)CC2=CC=C3C4CCC(C(C)C(OC)OC)C4(C)CCC3C21C, CO, [Cu+2], O, O=S(=O)([O-])[O-]. The product is CNC(=O)OC1CC(OC(=O)c2ccccc2)CC2=CC=C3C4CCC(C(C)C=O)C4(C)CCC3C21C. RXN SMILES: [C:1]([c:2]1[cH:3][cH:4][cH:5][cH:6][cH:7]1)(=[O:8])[O:9][CH:10]1[CH2:11][C:12]2=[CH:13][CH:14]=[C:15]3[CH:16]4[CH2:17][CH2:18][CH:19]([CH:20]([CH:21]([O:22][CH3:25])[O:23][CH3:24])[CH3:26])[C:27]4([CH3:40])[CH2:28][CH2:29][CH:30]3[C:31]2([CH3:39])[CH:32]([O:34][C:35]([NH:36][CH3:37])=[O:38])[CH2:33]1.[CH3:42][OH:43].[Cu+2:49].[OH2:41].[S:44]([O-:45])([O-:46])(=[O:47])=[O:48]>>[C:1]([c:2]1[cH:3][cH:4][cH:5][cH:6][cH:7]1)(=[O:8])[O:9][CH:10]1[CH2:11][C:12]2=[CH:13][CH:14]=[C:15]3[CH:16]4[CH2:17][CH2:18][CH:19]([CH:20]([CH:21]=[O:22])[CH3:26])[C:27]4([CH3:40])[CH2:28][CH2:29][CH:30]3[C:31]2([CH3:39])[CH:32]([O:34][C:35]([NH:36][CH3:37])=[O:38])[CH2:33]1. As a reaction SMILES: [CH2:17]([P:18]([CH2:19][CH2:20][CH2:21][CH3:22])[CH2:23][CH2:24][CH2:25][CH3:26])[CH2:27][CH2:28][CH3:29].[CH2:30]([CH3:31])[O:32][C:33]([CH:34]([CH2:35][c:36]1[cH:37][cH:38][c:39]([OH:42])[cH:40][cH:41]1)[O:43][CH2:44][CH3:45])=[O:46].[CH3:1][c:2]1[c:3]([C:7](=[CH:8][CH2:9][OH:10])[c:11]2[s:12][cH:13][cH:14][c:15]2[CH3:16])[s:4][cH:5][cH:6]1.[N:47]([C:48]([N:49]1[CH2:50][CH2:51][CH2:52][CH2:53][CH2:54]1)=[O:55])=[N:56][C:57]([N:58]1[CH2:59][CH2:60][CH2:61][CH2:62][CH2:63]1)=[O:64]>>[CH3:1][c:2]1[c:3]([C:7](=[CH:8][CH2:9][O:10][c:39]2[cH:38][cH:37][c:36]([CH2:35][CH:34]([C:33]([O:32][CH2:30][CH3:31])=[O:46])[O:43][CH2:44][CH3:45])[cH:41][cH:40]2)[c:11]2[s:12][cH:13][cH:14][c:15]2[CH3:16])[s:4][cH:5][cH:6]1. The product is CCOC(=O)C(Cc1ccc(OCC=C(c2sccc2C)c2sccc2C)cc1)OCC. The reactants are CCCCP(CCCC)CCCC, CCOC(=O)C(Cc1ccc(O)cc1)OCC, Cc1ccsc1C(=CCO)c1sccc1C, O=C(N=NC(=O)N1CCCCC1)N1CCCCC1. Starting materials: [Al+3], CC(=O)n1cc(-c2cccc(Cl)c2Cl)c(C(F)(F)F)c1, CCOCC, [H-], [H-], [H-], [H-], [H][H], [Li+], [Na+], [OH-]. Product: FC(F)(F)c1c[nH]cc1-c1cccc(Cl)c1Cl. RXN SMILES: [Al+3:22].[C:1](=[O:2])([CH3:3])[n:4]1[cH:5][c:6]([C:17]([F:18])([F:19])[F:20])[c:7](-[c:9]2[c:10]([Cl:16])[c:11]([Cl:15])[cH:12][cH:13][cH:14]2)[cH:8]1.[CH3:31][CH2:32][O:33][CH2:34][CH3:35].[H-:21].[H-:24].[H-:25].[H-:26].[H:29][H:30].[Li+:23].[Na+:28].[OH-:27]>>[nH:4]1[cH:5][c:6]([C:17]([F:18])([F:19])[F:20])[c:7](-[c:9]2[c:10]([Cl:16])[c:11]([Cl:15])[cH:12][cH:13][cH:14]2)[cH:8]1. Reactants: COC(=O)C(CCCCl)c1ccccc1Br, CCO, NN, O. RXN SMILES: [Br:4][c:5]1[c:6]([CH:11]([C:12](=[O:13])[O:15][CH3:19])[CH2:16][CH2:17][CH2:18][Cl:14])[cH:7][cH:8][cH:9][cH:10]1.[CH3:20][CH2:21][OH:22].[NH2:2][NH2:3].[OH2:1]>>[NH2:2][N:3]1[C:12](=[O:13])[CH:11]([c:6]2[c:5]([Br:4])[cH:10][cH:9][cH:8][cH:7]2)[CH2:16][CH2:17][CH2:18]1. Product: NN1CCCC(c2ccccc2Br)C1=O. Reactants: C1COC2(C(CCCC2)=O)O1 (cyclohexanedione monoethyleneketal), Cl (hydrochloric acid), Grignard reagent, FC=1C=C(C=C(C1F)F)Br (3,4,5-trifluorobromobenzene), [Mg] (magnesium). Run in O1CCCC1 (THF), O1CCCC1 (THF), O1CCCC1 (tetrahydrofuran). Reaction conditions: time 5 hour. Product: FC=1C=C(C=C(C1F)F)C1CCC(CC1)=O (4-(3,4,5trifluorophenyl)cyclohexanone). The yield is 48.1%. RXN SMILES: [F:1][C:2]1[CH:3]=[C:4](Br)[CH:5]=[C:6]([F:9])[C:7]=1[F:8].[Mg].C1O[C:15]2([CH2:20][CH2:19][CH2:18][CH2:17][C:16]2=O)[O:14]C1.Cl>O1CCCC1>[F:1][C:2]1[CH:3]=[C:4]([CH:18]2[CH2:19][CH2:20][C:15](=[O:14])[CH2:16][CH2:17]2)[CH:5]=[C:6]([F:9])[C:7]=1[F:8]. Procedure: To Grignard reagent prepared from 3,4,5-trifluorobromobenzene 100 g (474 mmol) and magnesium in 360 ml of dried tetrahydrofuran (abbreviated as THF, hereinafter) at room temperature, a THF (500 ml) solution of cyclohexanedione monoethyleneketal 74.0 g (474 mmol) was added dropwise at room temperature, and the mixture was stirred for 5 hours at room temperature. The reactant was added to one liter of 6N-hydrochloric acid, and the product was extracted with diethylether. The extract was washed wit... Reactants: C1(CCCC1)C(C)N (1-cyclopentylethyl amine), Cl (hydrochloride), [OH-].[Na+] (NaOH). The solvent is O (H2O). Yields the product Cl.C1(CCCC1)C(C)N (1-cyclopentylethyl amine hydrochloride). RXN SMILES: [CH:1]1([CH:6]([NH2:8])[CH3:7])[CH2:5][CH2:4][CH2:3][CH2:2]1.[ClH:9].[OH-].[Na+]>O>[ClH:9].[CH:1]1([CH:6]([NH2:8])[CH3:7])[CH2:5][CH2:4][CH2:3][CH2:2]1 |f:2.3,5.6|. Reported procedure: The 1-cyclopentylethyl amine (S/R=3/1) was converted to the hydrochloride by dissolving the combined product of 3 runs (12.4 g) in 200 ml H2O, adjusting the pH to 12.0 with solid NaOH pellets and extracting three times with 100 ml diethyl ether. The combined ether extracts were dried over Na2SO4, then treated with a solution of 2 g HCl in 100 ml methanol (with cooling) and this solution was evaporated to give 1-cyclopentylethyl amine hydrochloride as a white solid - 8.46 g, mp 192- 4° C.